This data is from the Open Reaction Database (ORD), a public repository of structured organic reaction records. The task is: describe an organic reaction: reactants, conditions, products, and yield The reactants are N(C(=N)N)C=1SC=C(N1)CCCCN (2-guanidino-4-(4-aminobutyl)thiazole), N(C(=N)N)C=1SC=C(N1)CCCCNC1=C(C(C1=O)=O)OC (1-[4-(2-guanidinothiazol-4-yl)butylamino]-2-methoxycyclobutene-3,4-dione). Run in CO (methanol). Reaction conditions: time 18 hour. Product: N(C(=N)N)C=1SC=C(N1)CCCCNC1=C(C(C1=O)=O)NCCCCC=1N=C(SC1)NC(=N)N (1,2-bis[4-(2-guanidinothiazol-4-yl)butylamino]cyclobutene-3,4-dione). Reaction SMILES: [NH:1]([C:5]1[S:6][CH:7]=[C:8]([CH2:10][CH2:11][CH2:12][CH2:13][NH2:14])[N:9]=1)[C:2]([NH2:4])=[NH:3].[NH:15]([C:19]1[S:20][CH:21]=[C:22]([CH2:24][CH2:25][CH2:26][CH2:27][NH:28][C:29]2[C:32](=O)[C:31](=[O:34])[C:30]=2[O:35]C)[N:23]=1)[C:16]([NH2:18])=[NH:17]>CO>[NH:1]([C:5]1[S:6][CH:7]=[C:8]([CH2:10][CH2:11][CH2:12][CH2:13][NH:14][C:32]2[C:31](=[O:34])[C:30](=[O:35])[C:29]=2[NH:28][CH2:27][CH2:26][CH2:25][CH2:24][C:22]2[N:23]=[C:19]([NH:15][C:16]([NH2:18])=[NH:17])[S:20][CH:21]=2)[N:9]=1)[C:2]([NH2:4])=[NH:3]. Procedure: A mixture of 2-guanidino-4-(4-aminobutyl)thiazole (0.105 g) and 1-[4-(2-guanidinothiazol-4-yl)butylamino]-2-methoxycyclobutene-3,4-dione (0.16 g) in dry methanol (5 ml) was stirred for 18 hours at room temperature. The white solid was filtered off, washed with methanol and dried in vacuo to give 1,2-bis[4-(2-guanidinothiazol-4-yl)butylamino]cyclobutene-3,4-dione, 0.16 g., m.p. 228°-229° C. Starting materials: C1(C=2C(C(N1CCCO)=O)=CC=CC2)=O (3-(phthalimido)-propanol), C(=O)O (formic acid). Yields the product C(=O)OCCCN1C(C=2C(C1=O)=CC=CC2)=O (3-(Phthalimido)-propyl formate). Reaction SMILES: [C:1]1(=[O:15])[N:5]([CH2:6][CH2:7][CH2:8][OH:9])[C:4](=[O:10])[C:3]2=[CH:11][CH:12]=[CH:13][CH:14]=[C:2]12.[CH:16](O)=[O:17]>>[CH:16]([O:9][CH2:8][CH2:7][CH2:6][N:5]1[C:4](=[O:10])[C:3]2=[CH:11][CH:12]=[CH:13][CH:14]=[C:2]2[C:1]1=[O:15])=[O:17]. Procedure: A mixture of 3-(phthalimido)-propanol (20.5 g) and formic acid (33 ml) was refluxed overnight and evaporated in vacuo to leave a yellow oil which crystallized from absolute ethanol to give colourless crystals with m.p. 68°-70° C. Starting materials: COC1=CC=C(CNC(=O)C2CC2)C=C1 (N-(4-methoxybenzyl)cyclopropanecarboxamide), [H-].[Na+] (sodium hydride), C(C#C)Br (propargyl bromide), C1(=CC=CC=C1)C (toluene), [H-].[Na+] (Sodium hydride), ice water. Solvent: C1CCOC1 (THF), C1CCOC1 (THF), CCOCC (ether). Reaction conditions: temperature 5 celsius, time 20 minute. Yields the product COC1=CC=C(CN(C(=O)C2CC2)CC#C)C=C1 (N-(4-Methoxybenzyl)-N-(prop-2-ynyl)cyclopropanecarboxamide). Yield: 62.0%. As a reaction SMILES: [H-].[Na+].[CH3:3][O:4][C:5]1[CH:17]=[CH:16][C:8]([CH2:9][NH:10][C:11]([CH:13]2[CH2:15][CH2:14]2)=[O:12])=[CH:7][CH:6]=1.[CH2:18](Br)[C:19]#[CH:20].C1(C)C=CC=CC=1>CCOCC.C1COCC1>[CH3:3][O:4][C:5]1[CH:17]=[CH:16][C:8]([CH2:9][N:10]([CH2:20][C:19]#[CH:18])[C:11]([CH:13]2[CH2:14][CH2:15]2)=[O:12])=[CH:7][CH:6]=1 |f:0.1|. Procedure: Sodium hydride (60% in mineral oil, 709 mg, 17.72 mmol) was washed with dry ether (2×20 mL) and then suspended in dry THF (30 mL) and cooled with ice-water. Crude N-(4-methoxybenzyl)cyclopropanecarboxamide from last step in THF (5 mL) was added dropwise at 5° C. to the sodium hydride suspension. The reaction mixture was stirred at 5° C. for 20 min. A solution of propargyl bromide in toluene (80% wt., 2.69 mL, 24.17 mmol) was added dropwise with a syringe. The ice bath was removed and the mixture... Procedure: A concentrated solution of 42 g of sodium nitrite in water is slowly added dropwise to a mixture of 68.4 g of 2-methylthio-4-amino-5-cyanothiazole, obtained according to example III, 100 ml of water, 300 ml of concentrated hydrochloric acid, 70 g of cuprous chloride (CuCl2.2H2O) and 800 ml of methylene chloride while stirring and cooling at approximately 0° C. After stirring for another 30 minutes at 0°-5° C. the mixture is diluted with water. The reaction mixture is filtered off and the filtrat... The reactants are cuprous chloride, C(Cl)Cl (methylene chloride), N(=O)[O-].[Na+] (sodium nitrite), CSC=1SC(=C(N1)N)C#N (2-methylthio-4-amino-5-cyanothiazole), Cl (hydrochloric acid). Solvent: O (water), O (water), O (water). The product is CSC=1SC(=C(N1)Cl)C#N (2-methylthio-4-chloro-5-cyanothiazole). As a reaction SMILES: N([O-])=O.[Na+].[CH3:5][S:6][C:7]1[S:8][C:9]([C:13]#[N:14])=[C:10](N)[N:11]=1.Cl.C(Cl)[Cl:17]>O>[CH3:5][S:6][C:7]1[S:8][C:9]([C:13]#[N:14])=[C:10]([Cl:17])[N:11]=1 |f:0.1|. Run at temperature 0 celsius. The reactants are C(C)(C)(C)N1N=CC(=C(C1=O)Cl)O (2-t-butyl-4-chloro-5-hydroxy-3(2H)-pyridazinone), CC(COC(C)C)OC1=CC=C(CBr)C=C1 (4-(1-methyl-2-isopropoxyethoxy)-benzyl bromide), C([O-])([O-])=O.[K+].[K+] (potassium carbonate). The solvent is CN(C=O)C (N,N-dimethylformamide). Conditions: time 2 hour. Yields the product C(C)(C)(C)N1N=CC(=C(C1=O)Cl)OCC1=CC=C(C=C1)OC(COC(C)C)C (2-t-butyl-4-chloro-5-[4-(1-methyl-2-isopropoxyethoxy)-benzyloxy]-3(2H)-pyridazinone). Yield: 59.5%. Reaction SMILES: [C:1]([N:5]1[C:10](=[O:11])[C:9]([Cl:12])=[C:8]([OH:13])[CH:7]=[N:6]1)([CH3:4])([CH3:3])[CH3:2].[CH3:14][CH:15]([O:21][C:22]1[CH:29]=[CH:28][C:25]([CH2:26]Br)=[CH:24][CH:23]=1)[CH2:16][O:17][CH:18]([CH3:20])[CH3:19].C(=O)([O-])[O-].[K+].[K+]>CN(C)C=O>[C:1]([N:5]1[C:10](=[O:11])[C:9]([Cl:12])=[C:8]([O:13][CH2:26][C:25]2[CH:24]=[CH:23][C:22]([O:21][CH:15]([CH3:14])[CH2:16][O:17][CH:18]([CH3:20])[CH3:19])=[CH:29][CH:28]=2)[CH:7]=[N:6]1)([CH3:4])([CH3:2])[CH3:3] |f:2.3.4|. Reported procedure: In 15 ml of N,N-dimethylformamide were dissolved 1.0 g of 2-t-butyl-4-chloro-5-hydroxy-3(2H)-pyridazinone and 1.6 g of 4-(1-methyl-2-isopropoxyethoxy)-benzyl bromide, and thereto was added 1.0 g of anhydrous potassium carbonate. The mixture was heated under stirring on an oil bath at 100° to 120° C. for 2 hours. Then, procedures similar to those in Preparation Example 2 were conducted to give 1.2 g of the aimed compound, m.p. 60.0°~62.0° C. Starting materials: [Al+3], CC(O)c1ccc(C#N)s1, [H-], [H-], [H-], [H-], [Li+], C1CCOC1. Product: CC(O)c1ccc(CN)s1. RXN SMILES: [Al+3:12].[C:1](#[N:2])[c:3]1[cH:4][cH:5][c:6]([CH:8]([CH3:9])[OH:10])[s:7]1.[H-:11].[H-:14].[H-:15].[H-:16].[Li+:13].[O:17]1[CH2:18][CH2:19][CH2:20][CH2:21]1>>[CH2:1]([NH2:2])[c:3]1[cH:4][cH:5][c:6]([CH:8]([CH3:9])[OH:10])[s:7]1. The reactants are COC(=O)CC(C)=O, C1CCOC1, CC(C)[N-]C(C)C, Cc1cc(C#CCCC(=O)C2CCCC2)c(C)cc1O, [Li+]. Yields the product COC(=O)CC(=O)CC(O)(CCC#Cc1cc(C)c(O)cc1C)C1CCCC1. As a reaction SMILES: [C:9]([CH2:10][C:11](=[O:12])[CH3:13])(=[O:14])[O:15][CH3:16].[CH2:37]1[O:38][CH2:39][CH2:40][CH2:41]1.[CH3:2][CH:3]([N-:4][CH:5]([CH3:6])[CH3:7])[CH3:8].[CH:17]1([C:22]([CH2:23][CH2:24][C:25]#[C:26][c:27]2[c:28]([CH3:35])[cH:29][c:30]([OH:34])[c:31]([CH3:33])[cH:32]2)=[O:36])[CH2:18][CH2:19][CH2:20][CH2:21]1.[Li+:1]>>[C:9]([CH2:10][C:11](=[O:12])[CH2:13][C:22]([CH:17]1[CH2:18][CH2:19][CH2:20][CH2:21]1)([CH2:23][CH2:24][C:25]#[C:26][c:27]1[c:28]([CH3:35])[cH:29][c:30]([OH:34])[c:31]([CH3:33])[cH:32]1)[OH:36])(=[O:14])[O:15][CH3:16]. Product: COC(=O)CCNC(=O)c1ccc2c(c1)nc(C1CCN(C(=N)N)CC1)n2C. Starting materials: Br, CCSC(=N)N, COC(=O)CCNC(=O)c1ccc2c(c1)nc(C1CCNCC1)n2C, CN(C)C=O, [Na+], [Na+], O=C([O-])[O-]. Reaction SMILES: [BrH:26].[CH2:27]([S:28][C:30]([NH2:31])=[NH:32])[CH3:29].[CH3:1][O:2][C:3](=[O:4])[CH2:5][CH2:6][NH:7][C:8](=[O:9])[c:10]1[cH:11][c:12]2[c:13]([n:14]([CH3:23])[c:15]([CH:17]3[CH2:18][CH2:19][NH:20][CH2:21][CH2:22]3)[n:16]2)[cH:24][cH:25]1.[CH3:39][N:40]([CH3:41])[CH:42]=[O:43].[Na+:33].[Na+:34].[O-:35][C:36](=[O:37])[O-:38]>>[CH3:1][O:2][C:3](=[O:4])[CH2:5][CH2:6][NH:7][C:8](=[O:9])[c:10]1[cH:11][c:12]2[c:13]([n:14]([CH3:23])[c:15]([CH:17]3[CH2:18][CH2:19][N:20]([C:30](=[NH:31])[NH2:32])[CH2:21][CH2:22]3)[n:16]2)[cH:24][cH:25]1. Reactants: CCO, CC(=O)O, CCOC(C)=O, CSc1ncc([N+](=O)[O-])cn1, [Fe]. Product: CSc1ncc(N)cn1. As a reaction SMILES: [CH3:12][CH2:13][OH:14].[CH3:15][C:16](=[O:17])[OH:18].[CH3:19][CH2:20][O:21][C:22](=[O:23])[CH3:24].[CH3:1][S:2][c:3]1[n:4][cH:5][c:6]([N+:9]([O-:10])=[O:11])[cH:7][n:8]1.[Fe:25]>>[CH3:1][S:2][c:3]1[n:4][cH:5][c:6]([NH2:9])[cH:7][n:8]1.